Dataset: the Open Reaction Database (ORD), a public repository of structured organic reaction records. Task: describe an organic reaction: reactants, conditions, products, and yield The reactants are BrCC(=O)C1=CC=CC=C1 (bromoacetophenone), three, C(=O)(OC(C)(C)C)N1CCNCC1 (Boc-piperazine), C([O-])([O-])=O.[K+].[K+] (potassium carbonate). Run in CN(C)C=O (DMF). Run at temperature 0 celsius, time 8 hour. Product: O=C(CN1CCN(CC1)C(=O)OC(C)(C)C)C1=CC=CC=C1 (tert-butyl 4-(2-oxo-2-phenylethyl)piperazine-1-carboxylate). As a reaction SMILES: [C:1]([N:8]1[CH2:13][CH2:12][NH:11][CH2:10][CH2:9]1)([O:3][C:4]([CH3:7])([CH3:6])[CH3:5])=[O:2].C(=O)([O-])[O-].[K+].[K+].Br[CH2:21][C:22]([C:24]1[CH:29]=[CH:28][CH:27]=[CH:26][CH:25]=1)=[O:23]>CN(C=O)C>[O:23]=[C:22]([C:24]1[CH:29]=[CH:28][CH:27]=[CH:26][CH:25]=1)[CH2:21][N:11]1[CH2:10][CH2:9][N:8]([C:1]([O:3][C:4]([CH3:7])([CH3:6])[CH3:5])=[O:2])[CH2:13][CH2:12]1 |f:1.2.3|. Procedure: A one liter three necked round bottom flask was charged with Boc-piperazine (20 g), dry potassium carbonate (44.5 g) and dry DMF (150 ml) under nitrogen atmosphere. The reaction mixture was cooled to 0° C. and bromoacetophenone (23.5 g) was added into the reaction mixture very slowly. The reaction mixture was stirred at room temperature for overnight. The progress of reaction was monitored by TLC. After consumption of starting material, ice-cold water (200 ml) was added to reaction mixture. The ... Reactants: FC(F)(F)Oc1ccccc1Br, CCCCCCC, O=S(=O)(O)Cl, ClCCl, ClCCl. Yields the product O=S(=O)(Cl)c1ccc(OC(F)(F)F)c(Br)c1. Reaction SMILES: [Br:1][c:2]1[c:3]([O:8][C:9]([F:10])([F:11])[F:12])[cH:4][cH:5][cH:6][cH:7]1.[CH3:24][CH2:25][CH2:26][CH2:27][CH2:28][CH2:29][CH3:30].[Cl:13][S:14](=[O:15])(=[O:16])[OH:17].[Cl:18][CH2:19][Cl:20].[Cl:21][CH2:22][Cl:23]>>[Br:1][c:2]1[c:3]([O:8][C:9]([F:10])([F:11])[F:12])[cH:4][cH:5][c:6]([S:14]([Cl:13])(=[O:15])=[O:16])[cH:7]1.